This data is from the Open Reaction Database (ORD), a public repository of structured organic reaction records. The task is: describe an organic reaction: reactants, conditions, products, and yield Reactants: C(C)(C)(C)OC(=O)N(C(=O)OC(C)(C)C)C1=CC(=NN1C1=CC(=CC=C1)Br)C(C)(C)C (Di-tert-butyl(1-(3-bromophenyl)-3-tert-butyl-1H-pyrazol-5-yl]imidodicarbonate), N1CCOCC1 (morpholine), CC(C)([O-])C.[K+] (potassium-tert-butoxide), C1(CCCCC1)P(C1=C(C=CC=C1)C1=C(C=C(C=C1C(C)C)C(C)C)C(C)C)C1CCCCC1 (2-dicyclohexylphosphino-2′,4′,6′-triisopropyl biphenyl). The reagents and catalysts are C=1C=CC(=CC1)/C=C/C(=O)/C=C/C2=CC=CC=C2.C=1C=CC(=CC1)/C=C/C(=O)/C=C/C2=CC=CC=C2.C=1C=CC(=CC1)/C=C/C(=O)/C=C/C2=CC=CC=C2.[Pd].[Pd] (tris(dibenzylideneacetone)dipalladium(0)). Run in O (water), C1CCOC1 (THF). Product: C(C)(C)(C)OC(NC=1N(N=C(C1)C(C)(C)C)C1=CC(=CC=C1)N1CCOCC1)=O ([5-tert-Butyl-2-(3-morpholin-4-yl-phenyl)-2H-pyrazol-3-yl]-carbamic acid tert-butyl ester). Yield: 40.2%. Reaction SMILES: [C:1]([O:5][C:6]([N:8]([C:16]1[N:20]([C:21]2[CH:26]=[CH:25][CH:24]=[C:23](Br)[CH:22]=2)[N:19]=[C:18]([C:28]([CH3:31])([CH3:30])[CH3:29])[CH:17]=1)C(OC(C)(C)C)=O)=[O:7])([CH3:4])([CH3:3])[CH3:2].[NH:32]1[CH2:37][CH2:36][O:35][CH2:34][CH2:33]1.CC(C)([O-])C.[K+].C1(P(C2CCCCC2)C2C=CC=CC=2C2C(C(C)C)=CC(C(C)C)=CC=2C(C)C)CCCCC1>C1COCC1.O.C1C=CC(/C=C/C(/C=C/C2C=CC=CC=2)=O)=CC=1.C1C=CC(/C=C/C(/C=C/C2C=CC=CC=2)=O)=CC=1.C1C=CC(/C=C/C(/C=C/C2C=CC=CC=2)=O)=CC=1.[Pd].[Pd]>[C:1]([O:5][C:6](=[O:7])[NH:8][C:16]1[N:20]([C:21]2[CH:26]=[CH:25][CH:24]=[C:23]([N:32]3[CH2:37][CH2:36][O:35][CH2:34][CH2:33]3)[CH:22]=2)[N:19]=[C:18]([C:28]([CH3:31])([CH3:30])[CH3:29])[CH:17]=1)([CH3:3])([CH3:2])[CH3:4] |f:2.3,7.8.9.10.11|. Reported procedure: A mixture of Intermediate 23b (900 mg, 1.80 mmol), morpholine (240 mg, 2.70 mmol), potassium-tert-butoxide (303 mg, 2.70 mmol), 2-dicyclohexylphosphino-2′,4′,6′-triisopropyl biphenyl (87 mg, 0.18 mmol), and tris(dibenzylideneacetone)dipalladium(0) (81 mg, 0.09 mmol) in THF (9 mL) was irradiated in the microwave at 100° C. for 20 min. The reaction was diluted with water and extracted with EtOAc (×2). The combined organics were washed with brine, dried (MgSO4), filtered and evaporated in vacuo. Th... Reactants: CC(=O)O[BH-](OC(C)=O)OC(C)=O, C=O, ClC(Cl)Cl, ClCCCl, CC(C)(C)OC(=O)N(CCc1ccc(N)cc1)CC(O)c1cccc(Cl)c1, [Na+], [Na+], [OH-]. The product is CNc1ccc(CCN(CC(O)c2cccc(Cl)c2)C(=O)OC(C)(C)C)cc1. Reaction SMILES: [C:30]([O:31][BH-:32]([O:33][C:34](=[O:35])[CH3:36])[O:37][C:38](=[O:39])[CH3:40])(=[O:41])[CH3:42].[CH2:28]=[O:29].[CH:50]([Cl:51])([Cl:52])[Cl:53].[Cl:46][CH2:47][CH2:48][Cl:49].[NH2:1][c:2]1[cH:3][cH:4][c:5]([CH2:8][CH2:9][N:10]([C:11]([O:12][C:13]([CH3:14])([CH3:15])[CH3:16])=[O:17])[CH2:18][CH:19]([OH:20])[c:21]2[cH:22][c:23]([Cl:27])[cH:24][cH:25][cH:26]2)[cH:6][cH:7]1.[Na+:43].[Na+:45].[OH-:44]>>[NH:1]([c:2]1[cH:3][cH:4][c:5]([CH2:8][CH2:9][N:10]([C:11]([O:12][C:13]([CH3:14])([CH3:15])[CH3:16])=[O:17])[CH2:18][CH:19]([OH:20])[c:21]2[cH:22][c:23]([Cl:27])[cH:24][cH:25][cH:26]2)[cH:6][cH:7]1)[CH3:30].